From a dataset of the Open Reaction Database (ORD), a public repository of structured organic reaction records. describe an organic reaction: reactants, conditions, products, and yield Reactants: CCOC(=O)c1ccc2[nH]ncc2c1, CC(=O)[O-], CC(=O)OC(C)=O, ClC(Cl)Cl, [K+], C1COCCOCCOCCOCCOCCO1. Product: CCOC(=O)c1ccc2c(cnn2C(C)=O)c1. As a reaction SMILES: [CH2:1]([CH3:2])[O:3][C:4](=[O:5])[c:6]1[cH:7][c:8]2[cH:9][n:10][nH:11][c:12]2[cH:13][cH:14]1.[CH3:16][C:17]([O-:18])=[O:19].[CH3:20][C:21]([O:22][C:23](=[O:24])[CH3:25])=[O:26].[CH:45]([Cl:46])([Cl:47])[Cl:48].[K+:15].[O:27]1[CH2:28][CH2:29][O:30][CH2:31][CH2:32][O:33][CH2:34][CH2:35][O:36][CH2:37][CH2:38][O:39][CH2:40][CH2:41][O:42][CH2:43][CH2:44]1>>[CH2:1]([CH3:2])[O:3][C:4](=[O:5])[c:6]1[cH:7][c:8]2[cH:9][n:10][n:11]([C:17]([CH3:16])=[O:18])[c:12]2[cH:13][cH:14]1. Starting materials: ClCCl, Cc1ccc[n+]([O-])c1CCl, O=[N+]([O-])O, O=S(=O)(O)O. Product: Cc1c([N+](=O)[O-])cc[n+]([O-])c1CCl. RXN SMILES: [CH2:20]([Cl:21])[Cl:22].[Cl:10][CH2:11][c:12]1[n+:13]([O-:19])[cH:14][cH:15][cH:16][c:17]1[CH3:18].[OH:6][N+:7]([O-:8])=[O:9].[S:1](=[O:2])(=[O:3])([OH:4])[OH:5]>>[O-:6][N+:7](=[O:9])[c:16]1[cH:15][cH:14][n+:13]([O-:19])[c:12]([CH2:11][Cl:10])[c:17]1[CH3:18]. Reactants: Cc1nc(Br)c([N+](=O)[O-])c(=O)[nH]1, O=C([O-])[O-], CN(C)C=O, Fc1ccccc1N1CCNCC1, [K+], [K+]. The product is Cc1nc(N2CCN(c3ccccc3F)CC2)c([N+](=O)[O-])c(=O)[nH]1. RXN SMILES: [Br:1][c:2]1[c:3]([N+:10](=[O:11])[O-:12])[c:4](=[O:9])[nH:5][c:6]([CH3:8])[n:7]1.[C:26](=[O:27])([O-:28])[O-:29].[CH3:32][N:33]([CH3:34])[CH:35]=[O:36].[F:13][c:14]1[c:15]([N:20]2[CH2:21][CH2:22][NH:23][CH2:24][CH2:25]2)[cH:16][cH:17][cH:18][cH:19]1.[K+:30].[K+:31]>>[c:2]1([N:23]2[CH2:22][CH2:21][N:20]([c:15]3[c:14]([F:13])[cH:19][cH:18][cH:17][cH:16]3)[CH2:25][CH2:24]2)[c:3]([N+:10](=[O:11])[O-:12])[c:4](=[O:9])[nH:5][c:6]([CH3:8])[n:7]1. Reactants: solution, Cl (HCl), NC1=NC2=CC=CC=C2C2=C1N=C1N2[C@H](COC1)CCCNC(OC(C)(C)C)=O (tert-Butyl 3-[(11s)-6-amino-10,11-dihydro-8H-[1,4]oxazino[4′,3′:1,2]imidazo[4,5-c]quinolin-11-yl]propylcarbamate). Run in C(C)O (ethanol), C(C)O (ethanol). Reaction conditions: temperature 75 celsius, time 1 hour. Yields the product NCCC[C@H]1COCC=2N1C1=C(C(=NC3=CC=CC=C13)N)N2 ((11S)-11-(3-aminopropyl)-10,11-dihydro-8H-[1,4]oxazino[4′,3′:1,2]imidazo[4,5-c]quinolin-6-amine). Isolated yield 90.6%. RXN SMILES: [NH2:1][C:2]1[C:11]2[N:12]=[C:13]3[CH2:18][O:17][CH2:16][C@H:15]([CH2:19][CH2:20][CH2:21][NH:22]C(=O)OC(C)(C)C)[N:14]3[C:10]=2[C:9]2[C:4](=[CH:5][CH:6]=[CH:7][CH:8]=2)[N:3]=1.Cl>C(O)C>[NH2:22][CH2:21][CH2:20][CH2:19][C@@H:15]1[N:14]2[C:10]3[C:9]4[C:4](=[CH:5][CH:6]=[CH:7][CH:8]=4)[N:3]=[C:2]([NH2:1])[C:11]=3[N:12]=[C:13]2[CH2:18][O:17][CH2:16]1. Procedure: tert-Butyl 3-[(11s)-6-amino-10,11-dihydro-8H-[1,4]oxazino[4′,3′:1,2]imidazo[4,5-c]quinolin-11-yl]propylcarbamate (689 mg, 1.74 mmol) was dissolved in 10 mL of ethanol and 2 mL of a 4.0 M solution of HCl in ethanol was added. The reaction mixture was heated to 75° C. After 1 hour, the reaction mixture was concentrated under reduced pressure. The resulting residue was treated with 25 mL H2O and 20 mL of CHCl3. The layers were separated and the organic portion was discarded. The aqueous layer was t... Reactants: CCOC(=O)C(C)C, C1CCOC1, CCCCCC, CN1CCCN(C)C1=O, CC(C)NC(C)C, [Cl-], ClCc1cccnc1, Cl, [Li]CCCC, [NH4+]. The product is CCOC(=O)C(C)(C)Cc1cccnc1. Reaction SMILES: [C:13]([CH:14]([CH3:15])[CH3:16])(=[O:17])[O:18][CH2:19][CH3:20].[CH2:38]1[O:39][CH2:40][CH2:41][CH2:42]1.[CH3:32][CH2:33][CH2:34][CH2:35][CH2:36][CH3:37].[CH3:43][N:44]1[CH2:45][CH2:46][CH2:47][N:48]([CH3:49])[C:50]1=[O:51].[CH:6]([NH:7][CH:8]([CH3:9])[CH3:10])([CH3:11])[CH3:12].[Cl-:30].[Cl:22][CH2:23][c:24]1[cH:25][n:26][cH:27][cH:28][cH:29]1.[ClH:21].[Li:1][CH2:2][CH2:3][CH2:4][CH3:5].[NH4+:31]>>[C:13]([C:14]([CH3:15])([CH3:16])[CH2:23][c:24]1[cH:25][n:26][cH:27][cH:28][cH:29]1)(=[O:17])[O:18][CH2:19][CH3:20]. Reaction SMILES: [Cl:1][C:2]1[CH:7]=[C:6]([Cl:8])[CH:5]=[CH:4][C:3]=1[C@H:9]([N:11]1[C:15]2[CH:16]=[C:17]([C:20]3[CH2:21][CH2:22][NH:23][CH2:24][CH:25]=3)[CH:18]=[CH:19][C:14]=2[N:13]=[CH:12]1)[CH3:10].[C:26]1(=O)[CH2:31][CH2:30][CH2:29][CH2:28][CH2:27]1.C(O[BH-](OC(=O)C)OC(=O)C)(=O)C.[Na+]>ClCCl.C(O)(=O)C>[CH:26]1([N:23]2[CH2:22][CH:21]=[C:20]([C:17]3[CH:18]=[CH:19][C:14]4[N:13]=[CH:12][N:11]([C@@H:9]([C:3]5[CH:4]=[CH:5][C:6]([Cl:8])=[CH:7][C:2]=5[Cl:1])[CH3:10])[C:15]=4[CH:16]=3)[CH2:25][CH2:24]2)[CH2:31][CH2:30][CH2:29][CH2:28][CH2:27]1 |f:2.3|. Procedure details: To a stirred solution of the crude (R)-1-(1-(2,4-dichlorophenyl)ethyl)-6-(1,2,3,6-tetrahydropyridin-4-yl)-1H-benzo[d]imidazole (prepared from Example 4 step d, 0.047 g, 0.13 mmol) and cyclohexanone (0.0.038 g, 0.38 mmol) in dichloromethane (1 mL) was added sodium triacetoxyborohydride (NaBH(OAc)3, 0.11 g, 0.52 mmol) and acetic acid (3 drops). The reaction mixture was stirred at room temperature for 18 h, and quenched with saturated aqueous sodium bicarbonate. The mixture was extracted with dichl... Yields the product C1(CCCCC1)N1CCC(=CC1)C=1C=CC2=C(N(C=N2)[C@H](C)C2=C(C=C(C=C2)Cl)Cl)C1 ((R)-6-(1-cyclohexyl-1,2,3,6-tetrahydropyridin-4-yl)-1-(1-(2,4-dichlorophenyl)ethyl)-1H-benzo[d]imidazole). Reactants: ClC1=C(C=CC(=C1)Cl)[C@@H](C)N1C=NC2=C1C=C(C=C2)C=2CCNCC2 ((R)-1-(1-(2,4-dichlorophenyl)ethyl)-6-(1,2,3,6-tetrahydropyridin-4-yl)-1H-benzo[d]imidazole), C1(CCCCC1)=O (cyclohexanone), C(C)(=O)O[BH-](OC(C)=O)OC(C)=O.[Na+] (sodium triacetoxyborohydride). The reagents and catalysts are C(C)(=O)O (acetic acid). Run in ClCCl (dichloromethane). Run at time 18 hour. Yield: 24.6%.